This data is from the Open Reaction Database (ORD), a public repository of structured organic reaction records. The task is: describe an organic reaction: reactants, conditions, products, and yield Reactants: COC1=CC=C(NCCC(=O)O)C=C1 (3-(4-methoxyanilino)propionic acid), C(=O)(Cl)Cl (phosgene). Solvent: C(Cl)Cl (methylene chloride). Yields the product ClC(=O)N(C1=CC=C(C=C1)OC)CCC(=O)O (N-chloroformyl-3-(4-methoxyanilino)propionic acid). Yield: 99.5%. As a reaction SMILES: [CH3:1][O:2][C:3]1[CH:14]=[CH:13][C:6]([NH:7][CH2:8][CH2:9][C:10]([OH:12])=[O:11])=[CH:5][CH:4]=1.[C:15](Cl)([Cl:17])=[O:16]>C(Cl)Cl>[Cl:17][C:15]([N:7]([CH2:8][CH2:9][C:10]([OH:12])=[O:11])[C:6]1[CH:13]=[CH:14][C:3]([O:2][CH3:1])=[CH:4][CH:5]=1)=[O:16]. Procedure details: By working in a manner similar to that described in Example 6, but starting from 3-(4-methoxyanilino)propionic acid (2.88 g; 14.7 mmol), methylene chloride (20 cc) and phosgene (4.3 g; 43.5 mmol), almost pure N-chloroformyl-3-(4-methoxyanilino)propionic acid (3.77 g) is obtained in the form of a white powder which melts at 90° C. After recrystallisation in a hexane/ethyl acetate mixture (50:50 by volume), the product melts at 93° C. The structure of the product obtained is confirmed by the infra... Reactants: CN(C)CC(CC(=O)OCc1ccccc1)NS(=O)(=O)c1ccc(Br)s1, C#Cc1ccc(CCCCC)cc1. The product is CCCCCc1ccc(C#Cc2ccc(S(=O)(=O)NC(CC(=O)OCc3ccccc3)CN(C)C)s2)cc1. Reaction SMILES: [Br:1][c:2]1[cH:3][cH:4][c:5]([S:7](=[O:8])(=[O:9])[NH:10][CH:11]([CH2:12][C:13](=[O:14])[O:15][CH2:16][c:17]2[cH:18][cH:19][cH:20][cH:21][cH:22]2)[CH2:23][N:24]([CH3:25])[CH3:26])[s:6]1.[C:27](#[CH:28])[c:29]1[cH:30][cH:31][c:32]([CH2:35][CH2:36][CH2:37][CH2:38][CH3:39])[cH:33][cH:34]1>>[c:2]1([C:28]#[C:27][c:29]2[cH:30][cH:31][c:32]([CH2:35][CH2:36][CH2:37][CH2:38][CH3:39])[cH:33][cH:34]2)[cH:3][cH:4][c:5]([S:7](=[O:8])(=[O:9])[NH:10][CH:11]([CH2:12][C:13](=[O:14])[O:15][CH2:16][c:17]2[cH:18][cH:19][cH:20][cH:21][cH:22]2)[CH2:23][N:24]([CH3:25])[CH3:26])[s:6]1. The reactants are COC(C1=C(C=CC(=C1)C=1SC=C(N1)C1=CC(=C(C=C1)Cl)Cl)Br)=O (2-bromo-5-[4-(3,4-dichloro-phenyl)-thiazol-2-yl]-benzoic acid methyl ester), COC(C1=C(C=CC(=C1)C=1SC=C(N1)C1=CC(=C(C=C1)Cl)Cl)Br)=O (2-bromo-5-[4-(3,4-dichloro-phenyl)-thiazol-2-yl]-benzoic acid methyl ester), C(C)(=O)C=1C=CC(=C(C1)B(O)O)Cl (5-acetyl-2-chlorophenylboronic acid). Yields the product C(C)(=O)C=1C=CC(=C(C1)C=1C(=CC(=CC1)C=1SC=C(N1)C1=CC(=C(C=C1)Cl)Cl)C(=O)O)Cl (5′-Acetyl-2′-chloro-4-[4-(3,4-dichloro-phenyl)-thiazol-2-yl]-biphenyl-2-carboxylic acid). Yield: 7.0%. Reaction SMILES: C[O:2][C:3](=[O:24])[C:4]1[CH:9]=[C:8]([C:10]2[S:11][CH:12]=[C:13]([C:15]3[CH:20]=[CH:19][C:18]([Cl:21])=[C:17]([Cl:22])[CH:16]=3)[N:14]=2)[CH:7]=[CH:6][C:5]=1Br.[C:25]([C:28]1[CH:29]=[CH:30][C:31]([Cl:37])=[C:32](B(O)O)[CH:33]=1)(=[O:27])[CH3:26]>>[C:25]([C:28]1[CH:29]=[CH:30][C:31]([Cl:37])=[C:32]([C:5]2[C:4]([C:3]([OH:2])=[O:24])=[CH:9][C:8]([C:10]3[S:11][CH:12]=[C:13]([C:15]4[CH:20]=[CH:19][C:18]([Cl:21])=[C:17]([Cl:22])[CH:16]=4)[N:14]=3)=[CH:7][CH:6]=2)[CH:33]=1)(=[O:27])[CH3:26]. Procedure: 5′-Acetyl-2′-chloro-4-[4-(3,4-dichloro-phenyl)-thiazol-2-yl]-biphenyl-2-carboxylic acid was prepared in 7% yield (for two steps) from 2-bromo-5-[4-(3,4-dichloro-phenyl)-thiazol-2-yl]-benzoic acid methyl ester (which may be prepared as described for Intermediate 6) and 5-acetyl-2-chlorophenylboronic acid (available from Combi-Blocks Inc.) using General Procedure A for Suzuki Coupling and Hydrolysis in Parallel Mode. 1H NMR (300 MHz, DMSO-d6) δ 13.14 (s, 1H), 8.58 (d, J=1.9 Hz, 1H), 8.50 (s, 1H), ... Starting materials: C(C)(C)(C)OC([C@H](CC1=CC=C(C=C1)OCC1=NC=CC=C1)NC(=O)OCC1C2=CC=CC=C2C=2C=CC=CC12)=O ((S)-2-(9H-Fluoren-9-ylmethoxycarbonylamino)-3-[4-(pyridin-2-ylmethoxy)-phenyl]-propionic acid tert-butyl ester). Run in N1CCCCC1 (piperidine), ClCCl (dichloromethane). Run at time 2 hour. The product is C(C)(C)(C)OC([C@H](CC1=CC=C(C=C1)OCC1=NC=CC=C1)N)=O ((S)-2-Amino-3-[4-(pyridin-2-ylmethoxy)-phenyl]-propionic acid tert-butyl ester). As a reaction SMILES: [C:1]([O:5][C:6](=[O:41])[C@@H:7]([NH:23]C(OCC1C2C=CC=CC=2C2C1=CC=CC=2)=O)[CH2:8][C:9]1[CH:14]=[CH:13][C:12]([O:15][CH2:16][C:17]2[CH:22]=[CH:21][CH:20]=[CH:19][N:18]=2)=[CH:11][CH:10]=1)([CH3:4])([CH3:3])[CH3:2]>N1CCCCC1.ClCCl>[C:1]([O:5][C:6](=[O:41])[C@@H:7]([NH2:23])[CH2:8][C:9]1[CH:14]=[CH:13][C:12]([O:15][CH2:16][C:17]2[CH:22]=[CH:21][CH:20]=[CH:19][N:18]=2)=[CH:11][CH:10]=1)([CH3:4])([CH3:2])[CH3:3]. Procedure details: The product from Example H (3.90 g, 8.42 mmol) was suspended in 50 mL of 20% piperidine in dichloromethane at room temperature with stirring (2 h). The solution was concentrated under reduced pressure and partitioned between ethyl acetate and water (100 mL each) and separated. The organic layer was washed with 5% sodium bicarbonate (2×50 mL), brine (2×50 mL), dried with magnesium sulfate, filtered and concentrated under reduced pressure to an oil. The oil was purified by silica gel chromatograph... The reactants are [O-]C#N.[K+] (potassium cyanate), NC=1C=C(C=CC1)CC(C)N(CCC)CC1CCN(CC1)S(=O)(=O)C (N-[2-(3-aminophenyl)-1-methylethyl]-N-propyl-(1-methanesulfonylpiperidin-4-ylmethyl)amine), [OH-].[Na+] (sodium hydroxide). Run in O (water), O (water), C(C)(=O)O (acetic acid). Reaction conditions: time 72 hour. The product is C(N)(=O)NC=1C=C(C=CC1)CC(C)N(CCC)CC1CCN(CC1)S(=O)(=O)C (N-[2-(3-carbamoylaminophenyl)-1-methylethyl]-N-propyl-(1-methanesulfonylpiperidin-4-ylmethyl)amine). The yield is 78.3%. RXN SMILES: [O-:1][C:2]#[N:3].[K+].[NH2:5][C:6]1[CH:7]=[C:8]([CH2:12][CH:13]([N:15]([CH2:19][CH:20]2[CH2:25][CH2:24][N:23]([S:26]([CH3:29])(=[O:28])=[O:27])[CH2:22][CH2:21]2)[CH2:16][CH2:17][CH3:18])[CH3:14])[CH:9]=[CH:10][CH:11]=1.[OH-].[Na+]>O.C(O)(=O)C>[C:2]([NH:5][C:6]1[CH:7]=[C:8]([CH2:12][CH:13]([N:15]([CH2:19][CH:20]2[CH2:25][CH2:24][N:23]([S:26]([CH3:29])(=[O:28])=[O:27])[CH2:22][CH2:21]2)[CH2:16][CH2:17][CH3:18])[CH3:14])[CH:9]=[CH:10][CH:11]=1)(=[O:1])[NH2:3] |f:0.1,3.4|. Procedure details: A solution of potassium cyanate (9 mg) in water (0.5 ml) was added to a solution of N-[2-(3-aminophenyl)-1-methylethyl]-N-propyl-(1-methanesulfonylpiperidin-4-ylmethyl)amine (40 mg) in water (2 ml) and acetic acid (1 ml). The mixture was stirred at ambient temperature for about 72 hours and then basified to pH 9 with 10% sodium hydroxide. The solution was extracted with dichloromethane, and the organic phase dried over sodium sulfate, filtered, evaporated in vacuo to give N-[2-(3-carbamoylaminop... Starting materials: CI (Methyl iodide), OCCN1C(SC(C1=O)C)C=1C=NC=CC1 (3-(2-hydroxyethyl)-5-methyl-2-(3-pyridyl)- thiazolidin-4-one), [H-].[Na+] (sodium hydride). Run in CN(C=O)C (dimethylformamide). Conditions: time 1 hour. The product is COCCN1C(SC(C1=O)C)C=1C=NC=CC1 (3-(2-methoxyethyl)-5-methyl-2-(3-pyridyl)-thiazolidin-4-one). Isolated yield 48.1%. Reaction SMILES: [CH3:1]I.[OH:3][CH2:4][CH2:5][N:6]1[C:10](=[O:11])[CH:9]([CH3:12])[S:8][CH:7]1[C:13]1[CH:14]=[N:15][CH:16]=[CH:17][CH:18]=1.[H-].[Na+]>CN(C)C=O>[CH3:1][O:3][CH2:4][CH2:5][N:6]1[C:10](=[O:11])[CH:9]([CH3:12])[S:8][CH:7]1[C:13]1[CH:14]=[N:15][CH:16]=[CH:17][CH:18]=1 |f:2.3|. Procedure: Methyl iodide (0.72 g, 5.0 mmol) was added to a solutoin of 3-(2-hydroxyethyl)-5-methyl-2-(3-pyridyl)- thiazolidin-4-one (1 g, 4.2 mmol) in dry dimethylformamide (5 ml), and 40% sodium hydride (176 mg, 4.4 mmol) was added in limited amounts to the mixture under cooling with ice. Then, cooling with ice was continued for 1 hour. The product mixture was poured into aqueous NaC1, and extracted with ethyl acetate. The extract was washed with water, dried over anhydrous Na2SO4, and filtered. The filtr... Starting materials: CC(C)(C)OC(=O)N1CCN(Cc2cc3nc(Cl)nc(N4CCOCC4)c3s2)CC1, C[S-], [Na+], CN(C)C=O. Reaction SMILES: [C:1]([CH3:2])([CH3:3])([CH3:4])[O:5][C:6](=[O:7])[N:8]1[CH2:9][CH2:10][N:11]([CH2:14][c:15]2[cH:16][c:17]3[n:18][c:19]([Cl:30])[n:20][c:21]([N:24]4[CH2:25][CH2:26][O:27][CH2:28][CH2:29]4)[c:22]3[s:23]2)[CH2:12][CH2:13]1.[CH3:31][S-:32].[Na+:33].[O:34]=[CH:35][N:36]([CH3:37])[CH3:38]>>[C:1]([CH3:2])([CH3:3])([CH3:4])[O:5][C:6](=[O:7])[N:8]1[CH2:9][CH2:10][N:11]([CH2:14][c:15]2[cH:16][c:17]3[n:18][c:19]([S:32][CH3:31])[n:20][c:21]([N:24]4[CH2:25][CH2:26][O:27][CH2:28][CH2:29]4)[c:22]3[s:23]2)[CH2:12][CH2:13]1. The product is CSc1nc(N2CCOCC2)c2sc(CN3CCN(C(=O)OC(C)(C)C)CC3)cc2n1. Yields the product Cc1cc2[nH]c(C(=O)N3CCN(C(=O)C4CC4)CC3)cc2cc1OC1CCN(C(C)C)CC1. As a reaction SMILES: [CH:25]1([C:28](=[O:29])[N:30]2[CH2:31][CH2:32][NH:33][CH2:34][CH2:35]2)[CH2:26][CH2:27]1.[CH:2]([CH3:3])([CH3:4])[N:5]1[CH2:6][CH2:7][CH:8]([O:11][c:12]2[cH:13][c:14]3[cH:15][c:16]([C:22](=[O:23])[OH:24])[nH:17][c:18]3[cH:19][c:20]2[CH3:21])[CH2:9][CH2:10]1.[ClH:1]>>[CH:2]([CH3:3])([CH3:4])[N:5]1[CH2:6][CH2:7][CH:8]([O:11][c:12]2[cH:13][c:14]3[cH:15][c:16]([C:22](=[O:24])[N:33]4[CH2:32][CH2:31][N:30]([C:28]([CH:25]5[CH2:26][CH2:27]5)=[O:29])[CH2:35][CH2:34]4)[nH:17][c:18]3[cH:19][c:20]2[CH3:21])[CH2:9][CH2:10]1. Starting materials: O=C(C1CC1)N1CCNCC1, Cc1cc2[nH]c(C(=O)O)cc2cc1OC1CCN(C(C)C)CC1, Cl.